From a dataset of the Open Reaction Database (ORD), a public repository of structured organic reaction records. describe an organic reaction: reactants, conditions, products, and yield The reactants are C1CCNC1, CC(=O)[O-], CC1(C)CN(CC(=O)O)C(C(=O)Nc2cc(Cl)cc3c2[nH]c2cnccc23)CO1, [NH4+]. The product is CC1(C)CN(CC(=O)N2CCCC2)C(C(=O)Nc2cc(Cl)cc3c2[nH]c2cnccc23)CO1. As a reaction SMILES: [CH2:30]1[CH2:31][CH2:32][NH:33][CH2:34]1.[CH3:36][C:37](=[O:38])[O-:39].[Cl:1][c:2]1[cH:3][c:4]2[c:5]3[cH:6][cH:7][n:8][cH:9][c:10]3[nH:11][c:12]2[c:13]([NH:15][C:16](=[O:17])[CH:18]2[N:19]([CH2:26][C:27](=[O:28])[OH:29])[CH2:20][C:21]([CH3:24])([CH3:25])[O:22][CH2:23]2)[cH:14]1.[NH4+:35]>>[Cl:1][c:2]1[cH:3][c:4]2[c:5]3[cH:6][cH:7][n:8][cH:9][c:10]3[nH:11][c:12]2[c:13]([NH:15][C:16](=[O:17])[CH:18]2[N:19]([CH2:26][C:27](=[O:29])[N:33]3[CH2:32][CH2:31][CH2:30][CH2:34]3)[CH2:20][C:21]([CH3:24])([CH3:25])[O:22][CH2:23]2)[cH:14]1. Reactants: C(C#C)O (propargyl alcohol), BrCCC(=O)OCC (ethyl 3-bromopropionate), C(CC#C)OCCC(=O)O (3-(but-3-yn-1-yloxy)propionic acid). Yields the product C(C#C)OCCC(=O)O (3-(Prop-2-ynyloxy)propionic acid). Reaction SMILES: C(O)C#C.BrCCC(OCC)=O.[CH2:13]([O:17][CH2:18][CH2:19][C:20]([OH:22])=[O:21])[CH2:14][C:15]#C>>[CH2:13]([O:17][CH2:18][CH2:19][C:20]([OH:22])=[O:21])[C:14]#[CH:15]. Procedure: 3-(Prop-2-ynyloxy)propionic acid was prepared from propargyl alcohol and ethyl 3-bromopropionate using methodology analogous to that describing the synthesis of 3-(but-3-yn-1-yloxy)propionic acid (Example XIX). Reactants: Br.NCCC1=CC(O)=C(O)C=C1 (dopamine hydrobromide), C(C1=CN=CC=C1)(=O)O (nicotinic acid), C1(CCCCC1)N=C=NC1CCCCC1 (dicyclohexylcarbodiimide). Run in N1=CC=CC=C1 (pyridine). Run at time 24 hour. Yields the product C(C1=CN=CC=C1)(=O)NCCC1=CC(O)=C(O)C=C1 (N-nicotinoyldopamine). Isolated yield 70.0%. RXN SMILES: Br.[NH2:2][CH2:3][CH2:4][C:5]1[CH:12]=[CH:11][C:9]([OH:10])=[C:7]([OH:8])[CH:6]=1.[C:13](O)(=[O:20])[C:14]1[CH:19]=[CH:18][CH:17]=[N:16][CH:15]=1.C1(N=C=NC2CCCCC2)CCCCC1>N1C=CC=CC=1>[C:13]([NH:2][CH2:3][CH2:4][C:5]1[CH:12]=[CH:11][C:9]([OH:10])=[C:7]([OH:8])[CH:6]=1)(=[O:20])[C:14]1[CH:19]=[CH:18][CH:17]=[N:16][CH:15]=1 |f:0.1|. Procedure details: To a pyridine solution containing 11.7 g (0.05 mol) dopamine hydrobromide and 6.15 g (0.05 mol) nicotinic acid at 0° C. were added 10.3 g (0.05 mol) dicyclohexylcarbodiimide (DCC). The reaction mixture was stirred at room temperature for 24 hours and the formed dicyclohexylurea was removed by filtration. The pyridine was removed in vacuo and the residue was crystallized from water at 0° C. The product was isolated by filtration and dried over phosphorous pentoxide. Recrystallization from isoprop... Yields the product COC1=C(C(=O)O)C=C(C(=C1)OC)S (2,4-dimethoxy-5-mercaptobenzoic acid). Conditions: temperature 40 celsius. Run in C(C)(=O)O (acetic acid). The reactants are COC1=C(C(=O)O)C=C(C(=C1)OC)S(=O)(=O)Cl (2,4-dimethoxy-5-chlorosulphonyl benzoic acid), [Sn] (tin), Cl (hydrochloric acid). As a reaction SMILES: [CH3:1][O:2][C:3]1[CH:11]=[C:10]([O:12][CH3:13])[C:9]([S:14](Cl)(=O)=O)=[CH:8][C:4]=1[C:5]([OH:7])=[O:6].[Sn].Cl>C(O)(=O)C>[CH3:1][O:2][C:3]1[CH:11]=[C:10]([O:12][CH3:13])[C:9]([SH:14])=[CH:8][C:4]=1[C:5]([OH:7])=[O:6] |^3:17|. Procedure: 145 g of 2,4-dimethoxy-5-chlorosulphonyl benzoic acid, 393 ml of acetic acid and 230.5 g of tin are placed in a 6 liter flask fitted with an agitator, a thermometer and a dropping funnel, and the thick suspension is heated to 40° C. 1,009 ml of hydrochloric acid (density 1.18) is added drop by drop while cooling so as to keep the temperature at from 40° to 45°. The reaction is exothermic. The suspension dissolves gradually, the more acid is added, but the tin salts are precipitated about midway ... The reactants are O=C(n1ccnc1)n1ccnc1, CS(N)(=O)=O, CN(C)C=O, CC1(C)Cc2cc(C(=O)O)ccc2NC1c1cccc(N2CCOC2=O)c1, [H-], [Na+]. Yields the product CC1(C)Cc2cc(C(=O)NS(C)(=O)=O)ccc2NC1c1cccc(N2CCOC2=O)c1. As a reaction SMILES: [C:35]([n:36]1[cH:37][cH:38][n:39][cH:40]1)([n:41]1[cH:42][cH:43][n:44][cH:45]1)=[O:46].[CH3:3][S:4](=[O:5])(=[O:6])[NH2:7].[CH3:47][N:48]([CH3:49])[CH:50]=[O:51].[CH3:8][C:9]1([CH3:34])[CH:10]([c:22]2[cH:23][c:24]([N:28]3[C:29](=[O:33])[O:30][CH2:31][CH2:32]3)[cH:25][cH:26][cH:27]2)[NH:11][c:12]2[cH:13][cH:14][c:15]([C:19](=[O:20])[OH:21])[cH:16][c:17]2[CH2:18]1.[H-:1].[Na+:2]>>[CH3:3][S:4](=[O:5])(=[O:6])[NH:7][C:19]([c:15]1[cH:14][cH:13][c:12]2[c:17]([cH:16]1)[CH2:18][C:9]([CH3:8])([CH3:34])[CH:10]([c:22]1[cH:23][c:24]([N:28]3[C:29](=[O:33])[O:30][CH2:31][CH2:32]3)[cH:25][cH:26][cH:27]1)[NH:11]2)=[O:20]. Reported procedure: A mixture of 3:1 ethanol-conc. HCl (200 mL) was cooled to 0° C. and then 3-nitrophthalic acid dimethyl ester (15.0 g, 62.8 mmol) was added. Maintaining the cooling, tin chloride (70.8 g, 314 mmol) was added portionwise, over a period of 15 minutes. Following completion of the addition, the cooling bath was removed, and stirring proceeded at room temperature. After 2 hours, the mixture was neutralized by the addition of solid sodium bicarbonate, and the resulting mixture was extracted with ethyl ... Yield: 86.0%. RXN SMILES: Cl.[CH3:2][O:3][C:4](=[O:18])[C:5]1[C:6](=[C:11]([N+:15]([O-])=O)[CH:12]=[CH:13][CH:14]=1)[C:7]([O:9][CH3:10])=[O:8].[Sn](Cl)(Cl)(Cl)Cl>C(O)C>[CH3:2][O:3][C:4](=[O:18])[C:5]1[C:6](=[C:11]([NH2:15])[CH:12]=[CH:13][CH:14]=1)[C:7]([O:9][CH3:10])=[O:8]. Reactants: Cl (HCl), COC(C=1C(C(=O)OC)=C(C=CC1)[N+](=O)[O-])=O (3-nitrophthalic acid dimethyl ester), [Sn](Cl)(Cl)(Cl)Cl (tin chloride). The solvent is C(C)O (ethanol). Reaction conditions: time 2 hour. Product: COC(C=1C(C(=O)OC)=C(C=CC1)N)=O (3-Aminophthalic Acid Dimethyl Ester). The reactants are ICCSC1C2=C(OCC3=C1C=CC=C3)C=CC(=C2)C(=O)OC (Methyl 11-(2-iodoethyl)thio-6,11-dihydrodibenz[b,e]oxepin-2-carboxylate), C1(=CC=CC=C1)N1CCNCC1 (1-phenylpiperazine). Run in C(C)O (ethanol). Product: C1(=CC=CC=C1)N1CCN(CC1)CCSC1C2=C(OCC3=C1C=CC=C3)C=CC(=C2)C(=O)OC (Methyl 11-[2-(4-phenyl-1-piperazinyl)ethyl]thio-6,11dihydrodibenz[b,e]oxepin-2-carboxylate). Reaction SMILES: I[CH2:2][CH2:3][S:4][CH:5]1[C:11]2[CH:12]=[CH:13][CH:14]=[CH:15][C:10]=2[CH2:9][O:8][C:7]2[CH:16]=[CH:17][C:18]([C:20]([O:22][CH3:23])=[O:21])=[CH:19][C:6]1=2.[C:24]1([N:30]2[CH2:35][CH2:34][NH:33][CH2:32][CH2:31]2)[CH:29]=[CH:28][CH:27]=[CH:26][CH:25]=1>C(O)C>[C:24]1([N:30]2[CH2:35][CH2:34][N:33]([CH2:2][CH2:3][S:4][CH:5]3[C:11]4[CH:12]=[CH:13][CH:14]=[CH:15][C:10]=4[CH2:9][O:8][C:7]4[CH:16]=[CH:17][C:18]([C:20]([O:22][CH3:23])=[O:21])=[CH:19][C:6]3=4)[CH2:32][CH2:31]2)[CH:29]=[CH:28][CH:27]=[CH:26][CH:25]=1. Procedure: After 6.1 g of Compound j obtained in Reference Example 10 and 6.0 ml of 1-phenylpiperazine were heated under reflux in 300 ml of ethanol for 7.5 hours, the solvent was distilled off under reduced pressure. The residue was extracted with 500 ml of ethyl acetate. The extract was washed in succession with saturated sodium bicarbonate aqueous solution and saturated sodium chloride aqueous solution and dried over anhydrous sodium sulfate. Thereafter, the solvent was distilled off under reduced press... Starting materials: [N+](=O)([O-])C1=CC=C(CBr)C=C1 (4-nitrobenzyl bromide), C(C1=CC=CC=C1)SC1=NC=CC=C1 (2-(benzylthio)pyridine). Run in CC(=O)C (acetone). Conditions: temperature 100 celsius. Yields the product [Br-].[N+](=O)([O-])C1=CC=C(C[N+]2=C(C=CC=C2)SCC2=CC=CC=C2)C=C1 (1-(4-Nitrobenzyl)-2-(benzylthio)-pyridinium bromide), hydrate. The yield is 6.4%. As a reaction SMILES: [N+:1]([C:4]1[CH:11]=[CH:10][C:7]([CH2:8][Br:9])=[CH:6][CH:5]=1)([O-:3])=[O:2].[CH2:12]([S:19][C:20]1[CH:25]=[CH:24][CH:23]=[CH:22][N:21]=1)[C:13]1[CH:18]=[CH:17][CH:16]=[CH:15][CH:14]=1>CC(C)=O>[Br-:9].[N+:1]([C:4]1[CH:11]=[CH:10][C:7]([CH2:8][N+:21]2[CH:22]=[CH:23][CH:24]=[CH:25][C:20]=2[S:19][CH2:12][C:13]2[CH:14]=[CH:15][CH:16]=[CH:17][CH:18]=2)=[CH:6][CH:5]=1)([O-:3])=[O:2] |f:3.4|. Reported procedure: A mixture of 4-nitrobenzyl bromide (1.08 g) and 2-(benzylthio)pyridine (1.05 g) were heated at 100° C. for 4 hours and cooled. Crystals which formed on trituration with acetone were removed by filtration and dried to give the title compound as a quarter hydrate (1.6 g) mp 160°-2° C. (Found C, 53.8; H, 4.5; N, 6.4%. C19H17BrN2O2S1/4H2O requires C, 54.1; H, 4.2; N, 6.6).